From a dataset of the Open Reaction Database (ORD), a public repository of structured organic reaction records. describe an organic reaction: reactants, conditions, products, and yield Reactants: COc1ccc(-c2nc(CBr)sc2Br)cc1, O=C([O-])[O-], NC(=O)c1c(F)ccc(O)c1F, [K+], [K+], CN(C)C=O. The product is COc1ccc(-c2nc(COc3ccc(F)c(C(N)=O)c3F)sc2Br)cc1. RXN SMILES: [Br:1][c:2]1[c:3](-[c:9]2[cH:10][cH:11][c:12]([O:15][CH3:16])[cH:13][cH:14]2)[n:4][c:5]([CH2:7][Br:8])[s:6]1.[C:29](=[O:30])([O-:31])[O-:32].[F:17][c:18]1[c:19]([C:20](=[O:21])[NH2:22])[c:23]([F:28])[cH:24][cH:25][c:26]1[OH:27].[K+:33].[K+:34].[O:35]=[CH:36][N:37]([CH3:38])[CH3:39]>>[Br:1][c:2]1[c:3](-[c:9]2[cH:10][cH:11][c:12]([O:15][CH3:16])[cH:13][cH:14]2)[n:4][c:5]([CH2:7][O:27][c:26]2[c:18]([F:17])[c:19]([C:20](=[O:21])[NH2:22])[c:23]([F:28])[cH:24][cH:25]2)[s:6]1. The reactants are C(C1=CC=CC=C1)(=O)N1C[C@@H]2N(CCO[C@@H]2C1)CC1=CC=CC=C1 (cis-8-benzoyl-5-benzyl-2-oxa-5,8-diazabicyclo[4.3.0]nonane), Cl (hydrochloric acid), C(C1=CC=CC=C1)(=O)O (benzoic acid). Solvent: O (water). Yields the product C(C1=CC=CC=C1)N1CCO[C@@H]2CNC[C@H]12 (Cis-5-benzyl-2-oxa-5,8-diazabicyclo[4.3.0]nonane). Reaction SMILES: C([N:9]1[CH2:17][C@@H:16]2[C@@H:11]([N:12]([CH2:18][C:19]3[CH:24]=[CH:23][CH:22]=[CH:21][CH:20]=3)[CH2:13][CH2:14][O:15]2)[CH2:10]1)(=O)C1C=CC=CC=1.Cl.C(O)(=O)C1C=CC=CC=1>O>[CH2:18]([N:12]1[C@@H:11]2[C@@H:16]([CH2:17][NH:9][CH2:10]2)[O:15][CH2:14][CH2:13]1)[C:19]1[CH:24]=[CH:23][CH:22]=[CH:21][CH:20]=1. Reported procedure: 91 g (0.265 mol) of cis-8-benzoyl-5-benzyl-2-oxa-5,8-diazabicyclo[4.3.0]nonane are refluxed overnight with 200 ml of concentrated hydrochloric acid and 140 ml of water. The batch is cooled and the benzoic acid suctioned off. The batch is concentrated to half its original volume, adjusted to alkalinity with potassium carbonate, extracted with chloroform, dried over potassium carbonate, concentrated, and distilled. The reactants are ClCCl, CC1Cc2ccccc2C(C)N1, O=C(Cl)C(Cl)Cl, [Na+], [OH-], O. Product: CC1Cc2ccccc2C(C)N1C(=O)C(Cl)Cl. Reaction SMILES: [CH2:15]([Cl:16])[Cl:17].[CH3:1][CH:2]1[NH:3][CH:4]([CH3:12])[CH2:5][c:6]2[cH:7][cH:8][cH:9][cH:10][c:11]21.[Cl:18][CH:19]([C:20](=[O:21])[Cl:22])[Cl:23].[Na+:14].[OH-:13].[OH2:24]>>[CH3:1][CH:2]1[N:3]([C:20]([CH:19]([Cl:18])[Cl:23])=[O:21])[CH:4]([CH3:12])[CH2:5][c:6]2[cH:7][cH:8][cH:9][cH:10][c:11]21. Starting materials: CC(C)(C)[O-], Cc1ccccc1, O=C(c1cnc(Cl)nc1C(F)(F)F)N1CCOCC1, O=[N+]([O-])c1ccc2c(c1)CCCN2, [Na+], O=C(C=Cc1ccccc1)C=Cc1ccccc1, O=C(C=Cc1ccccc1)C=Cc1ccccc1, O=C(C=Cc1ccccc1)C=Cc1ccccc1, O, [Pd], [Pd]. The product is O=C(c1cnc(N2CCCc3cc([N+](=O)[O-])ccc32)nc1C(F)(F)F)N1CCOCC1. RXN SMILES: [CH3:33][C:34]([CH3:35])([O-:36])[CH3:37].[CH3:39][c:40]1[cH:41][cH:42][cH:43][cH:44][cH:45]1.[Cl:1][c:2]1[n:3][cH:4][c:5]([C:12](=[O:13])[N:14]2[CH2:15][CH2:16][O:17][CH2:18][CH2:19]2)[c:6]([C:8]([F:9])([F:10])[F:11])[n:7]1.[N+:20](=[O:21])([O-:22])[c:23]1[cH:24][c:25]2[c:30]([cH:31][cH:32]1)[NH:29][CH2:28][CH2:27][CH2:26]2.[Na+:38].[O:48]=[C:49]([CH:50]=[CH:51][c:52]1[cH:53][cH:54][cH:55][cH:56][cH:57]1)[CH:58]=[CH:59][c:60]1[cH:61][cH:62][cH:63][cH:64][cH:65]1.[O:66]=[C:67]([CH:68]=[CH:69][c:70]1[cH:71][cH:72][cH:73][cH:74][cH:75]1)[CH:76]=[CH:77][c:78]1[cH:79][cH:80][cH:81][cH:82][cH:83]1.[O:84]=[C:85]([CH:86]=[CH:87][c:88]1[cH:89][cH:90][cH:91][cH:92][cH:93]1)[CH:94]=[CH:95][c:96]1[cH:97][cH:98][cH:99][cH:100][cH:101]1.[OH2:102].[Pd:46].[Pd:47]>>[c:2]1([N:29]2[CH2:28][CH2:27][CH2:26][c:25]3[cH:24][c:23]([N+:20](=[O:21])[O-:22])[cH:32][cH:31][c:30]32)[n:3][cH:4][c:5]([C:12](=[O:13])[N:14]2[CH2:15][CH2:16][O:17][CH2:18][CH2:19]2)[c:6]([C:8]([F:9])([F:10])[F:11])[n:7]1. Reaction SMILES: Br[C:2]1[S:3][CH:4]=[CH:5][C:6]=1[C:7]([OH:9])=[O:8].[CH2:10]([C:12]1[CH:17]=[CH:16][C:15](B(O)O)=[CH:14][CH:13]=1)[CH3:11].C([O-])([O-])=O.[K+].[K+].CC(O)C>C1C=CC([P]([Pd]([P](C2C=CC=CC=2)(C2C=CC=CC=2)C2C=CC=CC=2)([P](C2C=CC=CC=2)(C2C=CC=CC=2)C2C=CC=CC=2)[P](C2C=CC=CC=2)(C2C=CC=CC=2)C2C=CC=CC=2)(C2C=CC=CC=2)C2C=CC=CC=2)=CC=1.C1(C)C=CC=CC=1>[CH2:10]([C:12]1[CH:17]=[CH:16][C:15]([C:2]2[S:3][CH:4]=[CH:5][C:6]=2[C:7]([OH:9])=[O:8])=[CH:14][CH:13]=1)[CH3:11] |f:2.3.4,^1:34,36,55,74|. Procedure details: Into a 50-mL sealed tube (1 atm) purged and maintained with an inert atmosphere of nitrogen, was placed 2-bromo-3-thiophenecarboxylic acid (3 g, 14.1 mmol), (4-ethylphenyl)boronic acid (2.28 g, 15.2 mmol), K2CO3 aqueous solution (35 mL, 2M, 70.2 mmol), Pd(PPh3)4 (496 mg, 0.429 mmol), IPA (30 mL) and toluene (30 mL). The resulting solution was stirred overnight at 80° C. in an oil bath. The reaction progress was monitored by TLC/LCMS (ethyl acetate/petroleum ether=1:6). The solids were filtered o... Conditions: temperature 80 celsius, time 8 hour. Yields the product C(C)C1=CC=C(C=C1)C=1SC=CC1C(=O)O (2-(4-ethylphenyl)thiophene-3-carboxylic acid). Run in C1(=CC=CC=C1)C (toluene). The reagents and catalysts are C=1C=CC(=CC1)[P](C=2C=CC=CC2)(C=3C=CC=CC3)[Pd]([P](C=4C=CC=CC4)(C=5C=CC=CC5)C=6C=CC=CC6)([P](C=7C=CC=CC7)(C=8C=CC=CC8)C=9C=CC=CC9)[P](C=1C=CC=CC1)(C=1C=CC=CC1)C=1C=CC=CC1 (Pd(PPh3)4). The reactants are ethyl acetate petroleum ether, BrC=1SC=CC1C(=O)O (2-bromo-3-thiophenecarboxylic acid), CC(C)O (IPA), C(C)C1=CC=C(C=C1)B(O)O ((4-ethylphenyl)boronic acid), C(=O)([O-])[O-].[K+].[K+] (K2CO3).